describe an organic reaction: reactants, conditions, products, and yield From a dataset of the Open Reaction Database (ORD), a public repository of structured organic reaction records. The reactants are BrC=1SC=C(N1)C(=O)OCC (ethyl 2-bromo-1,3-thiazole-4-carboxylate), CCN(C(C)C)C(C)C (DIPEA), FC1=C(C(=CC=C1)F)B1OC(C(O1)(C)C)(C)C (2-(2,6-difluorophenyl)-4,4,5,5-tetramethyl-1,3,2-dioxaborolane), PTFE. Reagents/catalysts: CC(C)([P](C(C)(C)C)([Pd][P](C(C)(C)C)(C(C)(C)C)C(C)(C)C)C(C)(C)C)C (bis(tri-tert-butylphosphine)palladium). Reaction conditions: temperature 120 celsius, time 3 hour. Product: FC1=C(C(=CC=C1)F)C=1SC=C(N1)C(=O)OCC (Ethyl 2-(2,6-difluorophenyl)-1,3-thiazole-4-carboxylate). The yield is 75.3%. Reaction SMILES: Br[C:2]1[S:3][CH:4]=[C:5]([C:7]([O:9][CH2:10][CH3:11])=[O:8])[N:6]=1.[F:12][C:13]1[CH:18]=[CH:17][CH:16]=[C:15]([F:19])[C:14]=1B1OC(C)(C)C(C)(C)O1.CCN(C(C)C)C(C)C>CC(C)([P](C(C)(C)C)([Pd][P](C(C)(C)C)(C(C)(C)C)C(C)(C)C)C(C)(C)C)C>[F:12][C:13]1[CH:18]=[CH:17][CH:16]=[C:15]([F:19])[C:14]=1[C:2]1[S:3][CH:4]=[C:5]([C:7]([O:9][CH2:10][CH3:11])=[O:8])[N:6]=1 |^1:40,46|. Procedure: To a screw-cap vial equipped with a magnetic stir bar, ethyl 2-bromo-1,3-thiazole-4-carboxylate (Ark Pharm, 2.026 g, 8.582 mmol) was added followed by 2-(2,6-difluorophenyl)-4,4,5,5-tetramethyl-1,3,2-dioxaborolane (Combi-Blocks, 2.47 g, 10.3 mmol) and bis(tri-tert-butylphosphine)palladium (781.8 mg, 1.530 mmol). The vial was sealed with a PTFE-lined septum, and was then evacuated and backfilled with nitrogen three times. 1,4-Dioxane (10.0 mL) was added via syringe, followed by DIPEA (2.41 g, 18.... The reactants are O.O.Cl.C1(CCCCC1)C(=O)N(CCN1CCN(CC1)C1=C(C=CC=C1)OC)C1=C(C=CC=C1)C(=O)O (1-[N-cyclohexylcarbonyl-N-(2-carboxyphenyl)-2-aminoethyl]-4-(2-methoxyphenyl)piperazine Hydrochloride Dihydrate), C([O-])([O-])=O.[K+].[K+] (potassium carbonate), BrCCC (1-bromopropane). The solvent is CN(C)C=O (DMF). Product: C1(CCCCC1)C(=O)N(CCN1CCN(CC1)C1=C(C=CC=C1)OC)C1=C(C=CC=C1)C(=O)OCCC (1-[N-cyclohexylcarbonyl-N-(2-propoxycarbonylphenyl)-2-aminoethyl]-4-(2-methoxyphenyl)piperazine). The yield is 62.0%. Reaction SMILES: O.O.Cl.[CH:4]1([C:10]([N:12]([C:29]2[CH:34]=[CH:33][CH:32]=[CH:31][C:30]=2[C:35]([OH:37])=[O:36])[CH2:13][CH2:14][N:15]2[CH2:20][CH2:19][N:18]([C:21]3[CH:26]=[CH:25][CH:24]=[CH:23][C:22]=3[O:27][CH3:28])[CH2:17][CH2:16]2)=[O:11])[CH2:9][CH2:8][CH2:7][CH2:6][CH2:5]1.C(=O)([O-])[O-].[K+].[K+].Br[CH2:45][CH2:46][CH3:47]>CN(C=O)C>[CH:4]1([C:10]([N:12]([C:29]2[CH:34]=[CH:33][CH:32]=[CH:31][C:30]=2[C:35]([O:37][CH2:45][CH2:46][CH3:47])=[O:36])[CH2:13][CH2:14][N:15]2[CH2:16][CH2:17][N:18]([C:21]3[CH:26]=[CH:25][CH:24]=[CH:23][C:22]=3[O:27][CH3:28])[CH2:19][CH2:20]2)=[O:11])[CH2:9][CH2:8][CH2:7][CH2:6][CH2:5]1 |f:0.1.2.3,4.5.6|. Procedure details: A mixture of 0.17 g of the compound 49A of example 49, 0.14 g of anhydrous potassium carbonate, 0.2 mL of 1-bromopropane and 3 ml, of DMF was stirred at 60° C. under nitrogen atmosphere for 6 h. The cooled mixture was filtered, poured into 50 mL of H2O and extracted with EtOAc. The organic layer, dried on anhydrous Na2SO4, was evaporated to dryness to give 0.10 g (62%) of the title compound. The reactants are FC(C1=C(C=CC=C1)S(=O)(=O)NC1=C(C2=C(S1)CCCC2)C(=O)OCC)(F)F (ethyl 2-(2-trifluoromethylbenzenesulphonylamino)-4,5,6,7-tetrahydrobenzo[b]thiophene-3-carboxylate), NC1=C(C2=C(S1)CCCC2)C(=O)OCC (ethyl 2-amino-4,5,6,7-tetrahydrobenzo[b]thiophene-3-carboxylate), BrC1=C(C=CC=C1)S(=O)(=O)Cl (2-bromobenzenesulphonyl chloride). Product: BrC1=C(C=CC=C1)S(=O)(=O)NC1=C(C2=C(S1)CCCC2)C(=O)OCC (Ethyl 2-(2-bromobenzenesulphonylamino)-4,5,6,7-tetrahydrobenzo[b]thiophene-3-carboxylate). As a reaction SMILES: FC(F)(F)[C:3]1[CH:8]=[CH:7][CH:6]=[CH:5][C:4]=1[S:9]([NH:12][C:13]1[S:17][C:16]2[CH2:18][CH2:19][CH2:20][CH2:21][C:15]=2[C:14]=1[C:22]([O:24][CH2:25][CH3:26])=[O:23])(=[O:11])=[O:10].NC1SC2CCCCC=2C=1C(OCC)=O.[Br:44]C1C=CC=CC=1S(Cl)(=O)=O>>[Br:44][C:3]1[CH:8]=[CH:7][CH:6]=[CH:5][C:4]=1[S:9]([NH:12][C:13]1[S:17][C:16]2[CH2:18][CH2:19][CH2:20][CH2:21][C:15]=2[C:14]=1[C:22]([O:24][CH2:25][CH3:26])=[O:23])(=[O:10])=[O:11]. Procedure details: Prepared by proceeding in a similar manner to Intermediate 27, starting from ethyl 2-amino-4,5,6,7-tetrahydrobenzo[b]thiophene-3-carboxylate (2.00 g) and 2-bromobenzenesulphonyl chloride (4.50 g). Starting materials: Cl.NC1=NCCCC1C(=O)O (2-Amino-3,4,5,6-tetrahydropyridine-3-carboxylic acid HCl), S(=O)(Cl)Cl (thionyl chloride), CO (methanol). Yields the product Cl.NC1=NCCCC1C(=O)OC (2-Amino-3-methoxycarbonyl-3,4,5,6-tetrahydropyridine HCl). The yield is 46.0%. As a reaction SMILES: Cl.[NH2:2][C:3]1[CH:8]([C:9]([OH:11])=[O:10])[CH2:7][CH2:6][CH2:5][N:4]=1.S(Cl)([Cl:14])=O.[CH3:16]O>>[ClH:14].[NH2:2][C:3]1[CH:8]([C:9]([O:11][CH3:16])=[O:10])[CH2:7][CH2:6][CH2:5][N:4]=1 |f:0.1,4.5|. Procedure: 2-Amino-3,4,5,6-tetrahydropyridine-3-carboxylic acid HCl (1.2 g, 6.6 mmol) was suspended in anhydrous methanol (100 ml), and thionyl chloride (0.5 ml, 7 mmol) was added dropwise with stirring at room temperature. The resulting solution was refluxed overnight and then evaporated to dryness in vacuo. The resulting crude white solid was recrystallized from methanol/ether to give white crystals 613 mg (46%) mp 138°-139° C., identified as product by 300MHz nmr and ir 1737 cm-1. Calculated: C 43.64, H...